This data is from the Open Reaction Database (ORD), a public repository of structured organic reaction records. The task is: describe an organic reaction: reactants, conditions, products, and yield Reported procedure: A solution of 78.2 g. (0.310 moles) of 1-iodo-trans-1-octen-3-one (Example 724) in 150 ml. of absolute ethanol is added dropwise over 2 hours to a slurry of 6.49 g. (0.172 moles) of sodium borohydride in 50 ml. of absolute ethanol cooled in an ice bath. After the addition is complete, the mixture is stirred for 2 hours with ice cooling and is then poured into 1 l. of water. The mixture is extracted into benzene and the organic phase is washed with saturated brine, dried (Na2SO4) and evaporated. ... The solvent is O (water). Product: I\C=C\C(CCCCC)O (1-iodo-trans-1-octen-3-ol). RXN SMILES: [I:1]/[CH:2]=[CH:3]/[C:4](=[O:10])[CH2:5][CH2:6][CH2:7][CH2:8][CH3:9].C(O)C.[BH4-].[Na+]>O>[I:1]/[CH:2]=[CH:3]/[CH:4]([OH:10])[CH2:5][CH2:6][CH2:7][CH2:8][CH3:9] |f:2.3|. Reactants: I\C=C\C(CCCCC)=O (1-iodo-trans-1-octen-3-one), C(C)O (ethanol), C(C)O (ethanol), [BH4-].[Na+] (sodium borohydride). Reaction conditions: time 2 hour. The reactants are C(C=CC1=CC=CC=C1)(=O)Cl (cinnamoyl chloride), CS(=O)(=O)OC1=CC2=CC=C(C=C2C=C1)C(N)=N (6-amidino-2-naphthol methanesulfonate), C(C)(=O)OCC (ethyl acetate). Run in N1=CC=CC=C1 (pyridine). Yields the product CS(=O)(=O)O.C(C=CC1=CC=CC=C1)(=O)OC1=CC2=CC=C(C=C2C=C1)C(N)=N (6-amidino-2-naphthyl cinnamate methanesulfonate). Isolated yield 91.9%. Reaction SMILES: [CH3:1][S:2]([O:5][C:6]1[CH:15]=[CH:14][C:13]2[C:8](=[CH:9][CH:10]=[C:11]([C:16](=[NH:18])[NH2:17])[CH:12]=2)[CH:7]=1)(=[O:4])=[O:3].[C:19](Cl)(=[O:28])[CH:20]=[CH:21][C:22]1[CH:27]=[CH:26][CH:25]=[CH:24][CH:23]=1.C(OCC)(=O)C>N1C=CC=CC=1>[CH3:1][S:2]([OH:5])(=[O:4])=[O:3].[C:19]([O:5][C:6]1[CH:15]=[CH:14][C:13]2[C:8](=[CH:9][CH:10]=[C:11]([C:16](=[NH:18])[NH2:17])[CH:12]=2)[CH:7]=1)(=[O:28])[CH:20]=[CH:21][C:22]1[CH:27]=[CH:26][CH:25]=[CH:24][CH:23]=1 |f:4.5|. Procedure details: To a solution of 9.9 g of 6-amidino-2-naphthol methanesulfonate in 100 ml of anhydrous pyridine, while being cooled in ice and stirred, was added 5.8 g of cinnamoyl chloride. After having been stirred overnight at room temperature, the mixture was admixed with ethyl acetate and the resulting precipitate was collected by filtration. The precipitate was suspended in methanol, mixed with a saturated aqueous sodium hydrogencarbonate solution with stirring, and the precipitate was collected by filtra... Starting materials: CC(C)Cc1ccccc1, CC(C)(C)N, Cc1ccccc1, O=S(=O)(O)Cl. Product: CC(C)Cc1ccc(S(=O)(=O)NC(C)(C)C)cc1. As a reaction SMILES: [CH2:6]([CH:7]([CH3:8])[CH3:9])[c:10]1[cH:11][cH:12][cH:13][cH:14][cH:15]1.[CH3:16][C:17]([CH3:18])([CH3:19])[NH2:20].[CH3:21][c:22]1[cH:23][cH:24][cH:25][cH:26][cH:27]1.[Cl:1][S:2](=[O:3])(=[O:4])[OH:5]>>[S:2](=[O:3])(=[O:5])([c:13]1[cH:12][cH:11][c:10]([CH2:6][CH:7]([CH3:8])[CH3:9])[cH:15][cH:14]1)[NH:20][C:17]([CH3:16])([CH3:18])[CH3:19]. Starting materials: OC=1SC=C(N1)C1=CC=NC=C1 (2-hydroxy-4-(4-pyridyl)thiazole), P(=O)(Cl)(Cl)Cl (phosphorous oxychloride). Conditions: temperature 140 celsius. Product: ClC=1SC=C(N1)C1=CC=NC=C1 (2-chloro-4-(4-pyridyl)thiazole). Yield: 29.0%. As a reaction SMILES: O[C:2]1[S:3][CH:4]=[C:5]([C:7]2[CH:12]=[CH:11][N:10]=[CH:9][CH:8]=2)[N:6]=1.P(Cl)(Cl)([Cl:15])=O>>[Cl:15][C:2]1[S:3][CH:4]=[C:5]([C:7]2[CH:12]=[CH:11][N:10]=[CH:9][CH:8]=2)[N:6]=1. Procedure: A mixture of 2-hydroxy-4-(4-pyridyl)thiazole (17.8 g, 0.10 mol) in phosphorous oxychloride (175 mL) was heated at 140° C. for 48 hours then quenched by carefully pouring onto ice (4000 mL). The resulting mixture was basified with 50% sodium hydroxide to pH 9 and extracted with methylene chloride (5×400 mL). The combined extracts were dried over sodium sulfate, concentrated, and chromatographed over silica gel (ethyl acetate as eluant). Recrystallization from ethyl acetate/hexane afforded 2-chlor... Starting materials: Cl (hydrochloride), NC1=C(C=C(C=C1C#N)C(CN(C(C)(C)C)O)=O)C#N (4'-amino-3',5'-dicyano-2-(hydroxy-tert.butylamino)-acetophenone). The product is NC1=C(C=C(C=C1C#N)C(CN(C(C)(C)C)O)O)C#N (1-(4'-Amino-3',5'-dicyano-phenyl)-2-(hydroxy-tert.butylamino)-ethanol). RXN SMILES: Cl.[NH2:2][C:3]1[C:8]([C:9]#[N:10])=[CH:7][C:6]([C:11](=[O:19])[CH2:12][N:13]([OH:18])[C:14]([CH3:17])([CH3:16])[CH3:15])=[CH:5][C:4]=1[C:20]#[N:21]>>[NH2:2][C:3]1[C:8]([C:9]#[N:10])=[CH:7][C:6]([CH:11]([OH:19])[CH2:12][N:13]([OH:18])[C:14]([CH3:17])([CH3:15])[CH3:16])=[CH:5][C:4]=1[C:20]#[N:21]. Procedure: m.p. of the hydrochloride: 240°-241° C. (decomp.), was prepared from 4'-amino-3',5'-dicyano-2-(hydroxy-tert.butylamino)-acetophenone analogous to Example 48. The reactants are O=C([O-])[O-], CO, [K+], [K+], CC1(C)CCC(=O)c2c(O)cc(C#C[Si](C)(C)C)cc21. The product is C#Cc1cc(O)c2c(c1)C(C)(C)CCC2=O. RXN SMILES: [C:21](=[O:22])([O-:23])[O-:24].[CH3:27][OH:28].[K+:25].[K+:26].[OH:1][c:2]1[cH:3][c:4]([C:15]#[C:16][Si:17]([CH3:18])([CH3:19])[CH3:20])[cH:5][c:6]2[c:11]1[C:10](=[O:12])[CH2:9][CH2:8][C:7]2([CH3:13])[CH3:14]>>[OH:1][c:2]1[cH:3][c:4]([C:15]#[CH:16])[cH:5][c:6]2[c:11]1[C:10](=[O:12])[CH2:9][CH2:8][C:7]2([CH3:13])[CH3:14]. Reactants: O([Si](C)(C)C(C)(C)C)C(CCC[C@@H]1[C@H]([C@H](C[C@H]1OC1OCCCC1)O)C\C=C/CCCC(=O)OC(C)C)C(CCC)(F)F (Isopropyl (Z)-7-[(1 R)-(2 R,3 R,5 S)-2-{4(R,S)-t-butyldimethylsiloxy-5,5-difluorooctyl}-5-hydroxy-3-tetrahydropyranyloxycylopentyl]hept-5-enoate), [F-].C(CCC)[N+](CCCC)(CCCC)CCCC (tetrabutylammonium fluoride), resultant mixture. Solvent: C1CCOC1 (THF). Product: OC(CCC[C@@H]1[C@H]([C@H](C[C@H]1OC1OCCCC1)O)C\C=C/CCCC(=O)OC(C)C)C(CCC)(F)F (isopropyl (Z)-7-[(1 R)-(2 R,3 R,5 S)-2-{4(R,S)-hydroxy-5,5-difluorooctyl}-5-hydroxy-3-tetrahydropyranyloxycylopentyl]hept-5-enoate). RXN SMILES: [O:1]([CH:9]([C:38]([F:43])([F:42])[CH2:39][CH2:40][CH3:41])[CH2:10][CH2:11][CH2:12][C@H:13]1[C@H:17]([O:18][CH:19]2[CH2:24][CH2:23][CH2:22][CH2:21][O:20]2)[CH2:16][C@H:15]([OH:25])[C@@H:14]1[CH2:26]/[CH:27]=[CH:28]\[CH2:29][CH2:30][CH2:31][C:32]([O:34][CH:35]([CH3:37])[CH3:36])=[O:33])[Si](C(C)(C)C)(C)C.[F-].C([N+](CCCC)(CCCC)CCCC)CCC>C1COCC1>[OH:1][CH:9]([C:38]([F:43])([F:42])[CH2:39][CH2:40][CH3:41])[CH2:10][CH2:11][CH2:12][C@H:13]1[C@H:17]([O:18][CH:19]2[CH2:24][CH2:23][CH2:22][CH2:21][O:20]2)[CH2:16][C@H:15]([OH:25])[C@@H:14]1[CH2:26]/[CH:27]=[CH:28]\[CH2:29][CH2:30][CH2:31][C:32]([O:34][CH:35]([CH3:37])[CH3:36])=[O:33] |f:1.2|. Procedure details: To a solution of the compound (17) (1.lg) in THF was added tetrabutylammonium fluoride (1M THF, 5.5 ml). The resultant mixture was stirred for 1 hour and 20 minutes. The product obtained after the usual work-up was subjected to silicagel column chromatography to give the titled compound (18). Reactants: [Al+3], C1CCOC1, COC(=O)CC1CCC(N(C(=O)c2ccccc2F)C2CC2)CC1, [H-], [H-], [H-], [H-], [Li+]. Yields the product O=C(c1ccccc1F)N(C1CCC(CCO)CC1)C1CC1. RXN SMILES: [Al+3:26].[CH2:31]1[O:32][CH2:33][CH2:34][CH2:35]1.[CH:1]1([N:4]([C:5]([c:6]2[c:7]([F:12])[cH:8][cH:9][cH:10][cH:11]2)=[O:13])[CH:14]2[CH2:15][CH2:16][CH:17]([CH2:20][C:21](=[O:22])[O:23][CH3:24])[CH2:18][CH2:19]2)[CH2:2][CH2:3]1.[H-:25].[H-:28].[H-:29].[H-:30].[Li+:27]>>[CH:1]1([N:4]([C:5]([c:6]2[c:7]([F:12])[cH:8][cH:9][cH:10][cH:11]2)=[O:13])[CH:14]2[CH2:15][CH2:16][CH:17]([CH2:20][CH2:21][OH:22])[CH2:18][CH2:19]2)[CH2:2][CH2:3]1.